From a dataset of the Open Reaction Database (ORD), a public repository of structured organic reaction records. describe an organic reaction: reactants, conditions, products, and yield Starting materials: Oc1ccc2ccccc2c1Br, O=C([O-])[O-], CCC(C)=O, ClCC1CO1, [K+], [K+]. Product: Brc1c(OCC2CO2)ccc2ccccc12. RXN SMILES: [Br:1][c:2]1[c:3]([OH:12])[cH:4][cH:5][c:6]2[cH:7][cH:8][cH:9][cH:10][c:11]12.[C:18](=[O:19])([O-:20])[O-:21].[CH3:24][C:25](=[O:26])[CH2:27][CH3:28].[Cl:13][CH2:14][CH:15]1[CH2:16][O:17]1.[K+:22].[K+:23]>>[Br:1][c:2]1[c:3]([O:12][CH2:14][CH:15]2[CH2:16][O:17]2)[cH:4][cH:5][c:6]2[cH:7][cH:8][cH:9][cH:10][c:11]12. Reactants: ClC1=C(C=C(C=C1)Cl)/C=C/C(=O)C=1C=CC(NC1)=O ((E)-5-(3-(2,5-dichlorophenyl)acryloyl)pyridin-2(1H)-one), IC (iodomethane), C([O-])([O-])=O.[K+].[K+] (potassium carbonate). Yields the product ClC1=C(C=C(C=C1)Cl)/C=C/C(=O)C=1C=CC(N(C1)C)=O ((E)-5-(3-(2,5-Dichlorophenyl)acryloyl)-1-methylpyridin-2(1H)-one). RXN SMILES: [Cl:1][C:2]1[CH:7]=[CH:6][C:5]([Cl:8])=[CH:4][C:3]=1/[CH:9]=[CH:10]/[C:11]([C:13]1[CH:14]=[CH:15][C:16](=[O:19])[NH:17][CH:18]=1)=[O:12].IC.[C:22](=O)([O-])[O-].[K+].[K+]>>[Cl:1][C:2]1[CH:7]=[CH:6][C:5]([Cl:8])=[CH:4][C:3]=1/[CH:9]=[CH:10]/[C:11]([C:13]1[CH:14]=[CH:15][C:16](=[O:19])[N:17]([CH3:22])[CH:18]=1)=[O:12] |f:2.3.4|. Procedure details: In analogy to example 161, step 1, (E)-5-(3-(2,5-dichlorophenyl)acryloyl)pyridin-2(1H)-one was reacted with iodomethane in the presence of potassium carbonate to give the title compound as a light yellow solid. Product: N#Cc1ccc(CC(=O)O)cc1. The reactants are CC(C)=O, O, N#Cc1ccc(CCO)cc1. Reaction SMILES: [CH3:13][C:14](=[O:15])[CH3:16].[OH2:12].[OH:1][CH2:2][CH2:3][c:4]1[cH:5][cH:6][c:7]([C:8]#[N:9])[cH:10][cH:11]1>>[O:1]=[C:2]([CH2:3][c:4]1[cH:5][cH:6][c:7]([C:8]#[N:9])[cH:10][cH:11]1)[OH:12]. The reactants are [BH4-], CCB(CC)OC, CO, CC(C)N(C(=O)CC(=O)CC(O)CCl)C(C)C, [Na+], C1CCOC1. Product: CC(C)N(C(=O)CC(O)CC(O)CCl)C(C)C. RXN SMILES: [BH4-:30].[CH2:1]([B:2]([CH2:3][CH3:4])[O:5][CH3:6])[CH3:7].[CH3:32][OH:33].[Cl:8][CH2:9][CH:10]([CH2:11][C:12]([CH2:13][C:14](=[O:15])[N:16]([CH:17]([CH3:18])[CH3:19])[CH:20]([CH3:21])[CH3:22])=[O:23])[OH:24].[Na+:31].[O:25]1[CH2:26][CH2:27][CH2:28][CH2:29]1>>[Cl:8][CH2:9][CH:10]([CH2:11][CH:12]([CH2:13][C:14](=[O:15])[N:16]([CH:17]([CH3:18])[CH3:19])[CH:20]([CH3:21])[CH3:22])[OH:23])[OH:24]. The reactants are [N+](=O)([O-])C=1C=CC(=C(C(=O)O)C1)OC(F)(F)F (5-nitro-2-trifluoromethoxybenzoic acid), [H][H] (hydrogen). The reagents and catalysts are [Pd] (Pd/C). Run in C(C)O (ethanol). The product is NC=1C=CC(=C(C(=O)O)C1)OC(F)(F)F (5-amino-2-trifluoromethoxybenzoic acid). Yield: 29.0%. Reaction SMILES: [N+:1]([C:4]1[CH:5]=[CH:6][C:7]([O:13][C:14]([F:17])([F:16])[F:15])=[C:8]([CH:12]=1)[C:9]([OH:11])=[O:10])([O-])=O.[H][H]>C(O)C.[Pd]>[NH2:1][C:4]1[CH:5]=[CH:6][C:7]([O:13][C:14]([F:15])([F:16])[F:17])=[C:8]([CH:12]=1)[C:9]([OH:11])=[O:10]. Procedure: A mixture of 5-nitro-2-trifluoromethoxybenzoic acid (6.43 g, 25.6 mmol) and 128 mg of 10% Pd/C in 10 mL of absolute ethanol was stirred in a hydrogen atmosphere overnight at room temperature. The catalyst was filtered off and the filtrate was evaporated to dryness. The re-residue was triturated with diethyl ether and the crystals were filtered off and dried to afford 1.644 g (29%) of 5-amino-2-trifluoromethoxybenzoic acid. The reactants are [Al+3], COc1ccc(CC(=O)O)c(Cc2ccccc2)c1, ClCCl, [Cl-], [Cl-], [Cl-], O=S(Cl)Cl, c1ccccc1. The product is COc1ccc2c(c1)Cc1ccccc1C(=O)C2. Reaction SMILES: [Al+3:21].[CH2:1]([c:2]1[cH:3][cH:4][cH:5][cH:6][cH:7]1)[c:8]1[c:9]([CH2:16][C:17](=[O:18])[OH:19])[cH:10][cH:11][c:12]([O:14][CH3:15])[cH:13]1.[CH2:34]([Cl:35])[Cl:36].[Cl-:20].[Cl-:22].[Cl-:23].[S:30]([Cl:31])([Cl:32])=[O:33].[cH:24]1[cH:25][cH:26][cH:27][cH:28][cH:29]1>>[CH2:1]1[c:2]2[cH:3][cH:4][cH:5][cH:6][c:7]2[C:17](=[O:19])[CH2:16][c:9]2[c:8]1[cH:13][c:12]([O:14][CH3:15])[cH:11][cH:10]2. Starting materials: C(C1=CC=CC=C1)Br (benzyl bromide), C1(CCCCC1)NC1CCCCC1 (dicyclohexyl amine), C(=O)(OCC1=CC=CC=C1)N1C(C(CCC1)C(CP(=O)(OCC)OCC)=O)C(=O)O (N-carbobenzoxy-3[(diethoxyphosphinyl)acetyl]piperidine-2-carboxylic acid). Run in CN(C=O)C (dimethylformamide). Product: C(C1=CC=CC=C1)OC(=O)C1N(CCCC1C(CP(=O)(OCC)OCC)=O)C(=O)OCC1=CC=CC=C1 (N-Carbobenzoxy-3[(diethoxyphosphinyl)acetyl]piperidine-2-carboxylic acid benzyl ester). Isolated yield 19.0%. As a reaction SMILES: [C:1]([N:11]1[CH2:16][CH2:15][CH2:14][CH:13]([C:17](=[O:27])[CH2:18][P:19]([O:24][CH2:25][CH3:26])([O:21][CH2:22][CH3:23])=[O:20])[CH:12]1[C:28]([OH:30])=[O:29])([O:3][CH2:4][C:5]1[CH:10]=[CH:9][CH:8]=[CH:7][CH:6]=1)=[O:2].[CH2:31](Br)[C:32]1[CH:37]=[CH:36][CH:35]=[CH:34][CH:33]=1.C1(NC2CCCCC2)CCCCC1>CN(C)C=O>[CH2:31]([O:29][C:28]([CH:12]1[CH:13]([C:17](=[O:27])[CH2:18][P:19]([O:24][CH2:25][CH3:26])([O:21][CH2:22][CH3:23])=[O:20])[CH2:14][CH2:15][CH2:16][N:11]1[C:1]([O:3][CH2:4][C:5]1[CH:6]=[CH:7][CH:8]=[CH:9][CH:10]=1)=[O:2])=[O:30])[C:32]1[CH:37]=[CH:36][CH:35]=[CH:34][CH:33]=1. Reported procedure: Dissolve N-carbobenzoxy-3[(diethoxyphosphinyl)acetyl]piperidine-2-carboxylic acid (36.4 mmol) in dimethylformamide (200 mL) and place under a nitrogen atmosphere. Add benzyl bromide (10.5 mL), 81 mmol) and dicyclohexyl amine (16.2 mL, 89 mmol) and heat to 65° C. Allow to cool slowly to room temperature and filter. Pour the filtrate into water (11/2 L) and extract with ethyl acetate (2×500 mL). Combine the organic phases and dry (MgSO4). Evaporate the solvent in vacuo to give a brown oil. Purify ... Reactants: [BH4-], C1CCCCC1, CCN, CC(=O)OC(C)=O, CCO, [Na+], [Na+], [Na+], O=C([O-])[O-], O, O=Cc1ccncc1. Product: CCN(Cc1ccncc1)C(C)=O. Reaction SMILES: [BH4-:12].[CH2:30]1[CH2:31][CH2:32][CH2:33][CH2:34][CH2:35]1.[CH2:9]([CH3:10])[NH2:11].[CH3:14][C:15](=[O:16])[O:17][C:18](=[O:19])[CH3:20].[CH3:27][CH2:28][OH:29].[Na+:13].[Na+:21].[Na+:22].[O-:23][C:24](=[O:25])[O-:26].[OH2:36].[n:1]1[cH:2][cH:3][c:4]([CH:7]=[O:8])[cH:5][cH:6]1>>[n:1]1[cH:2][cH:3][c:4]([CH2:7][N:11]([CH2:9][CH3:10])[C:15]([CH3:14])=[O:16])[cH:5][cH:6]1.